From a dataset of the Open Reaction Database (ORD), a public repository of structured organic reaction records. describe an organic reaction: reactants, conditions, products, and yield Starting materials: FC=1C=C(C(=O)CNC2=C(C=CC(=C2)OC)C2CC=3C=CC(=CC3CC2)OC(C(C)(C)C)=O)C=CC1O (pivalic acid 6-{2-[(3-fluoro-4-hydroxybenzoyl)methylamino]-4-methoxyphenyl}-5,6,7,8-tetrahydronaphthalen-2-yl ester), ClCC(=O)N(C)CCOC (2-chloro-N-(2-methoxyethyl)-N-methylacetamide). Yields the product FC=1C=C(CCNC2=C(C=CC(=C2)OC)C2CC=3C=CC(=CC3CC2)O)C=CC1OCCN(C)CCOC (6-{2-{{3-Fluoro-4-{2-[(2-methoxyethyl)methylamino]ethoxy}benzyl}methylamino}-4-methoxyphenyl}-5,6,7,8-tetrahydronaphthalen-2-ol). Isolated yield 35.3%. As a reaction SMILES: [F:1][C:2]1[CH:3]=[C:4]([CH:34]=[CH:35][C:36]=1[OH:37])[C:5]([CH2:7][NH:8][C:9]1[CH:14]=[C:13]([O:15][CH3:16])[CH:12]=[CH:11][C:10]=1[CH:17]1[CH2:26][CH2:25][C:24]2[CH:23]=[C:22]([O:27]C(=O)C(C)(C)C)[CH:21]=[CH:20][C:19]=2[CH2:18]1)=O.Cl[CH2:39][C:40]([N:42]([CH2:44][CH2:45][O:46][CH3:47])[CH3:43])=O>>[F:1][C:2]1[CH:3]=[C:4]([CH:34]=[CH:35][C:36]=1[O:37][CH2:39][CH2:40][N:42]([CH2:44][CH2:45][O:46][CH3:47])[CH3:43])[CH2:5][CH2:7][NH:8][C:9]1[CH:14]=[C:13]([O:15][CH3:16])[CH:12]=[CH:11][C:10]=1[CH:17]1[CH2:26][CH2:25][C:24]2[CH:23]=[C:22]([OH:27])[CH:21]=[CH:20][C:19]=2[CH2:18]1. Procedure: Synthesized from pivalic acid 6-{2-[(3-fluoro-4-hydroxybenzoyl)methylamino]-4-methoxyphenyl}-5,6,7,8-tetrahydronaphthalen-2-yl ester (20 mg) and 2-chloro-N-(2-methoxyethyl)-N-methylacetamide (13 mg) according to an analogous synthetic method to Example 404 and purified by LC-MS, the title compound (7.3 mg) was obtained. Reactants: O=C(O)CC(O)(CC(=O)O)C(=O)O, CCC1OC(=O)C(C)C(OC2CC(C)(OC)C(O)C(C)O2)C(C)C(OC2OC(C)CC(N(C)C)C2O)C(C)(O)CC(C)CN(C)C(C)C(O)C1(C)O, O, O. The product is NC(CC(=O)O)C(=O)O. Reaction SMILES: [C:2]([CH2:3][C:4]([CH2:5][C:9]([OH:10])=[O:11])([C:6](=[O:7])[OH:8])[OH:12])(=[O:13])[OH:14].[CH3:15][CH2:16][CH:17]1[C:18]([OH:19])([CH3:20])[CH:21]([OH:22])[CH:23]([CH3:24])[N:25]([CH3:26])[CH2:27][CH:28]([CH3:29])[CH2:30][C:31]([OH:32])([CH3:33])[CH:34]([O:35][CH:36]2[CH:37]([OH:38])[CH:39]([N:48]([CH3:40])[CH3:41])[CH2:42][CH:43]([CH3:44])[O:45]2)[CH:46]([CH3:47])[CH:49]([O:50][CH:51]2[O:52][CH:53]([CH3:54])[CH:55]([OH:56])[C:57]([O:58][CH3:59])([CH3:60])[CH2:61]2)[CH:62]([CH3:63])[C:64](=[O:65])[O:66]1.[OH2:1].[OH2:67]>>[C:2]([CH2:3][CH:4]([C:6](=[O:7])[OH:8])[NH2:48])(=[O:13])[OH:14].